This data is from the Open Reaction Database (ORD), a public repository of structured organic reaction records. The task is: describe an organic reaction: reactants, conditions, products, and yield Starting materials: [Li+].[OH-] (LiOH), [Si](C)(C)(C(C)(C)C)OC(C[C@@H]1C=2C=3C(=NC=NC3SC2CC1)OC1CCC(CC1)N(C(OC(C)(C)C)=O)C)C#N (tert-butyl N-(4-[[(3R)-3-[2-[(tert-butyldimethylsilyl)oxy]-2-cyanoethyl]-7-thia-9,11-diazatricyclo[6.4.0.0[2,6]]dodeca-1(8),2(6),9,11-tetraen-12-yl]oxy]cyclohexyl)-N-methylcarbamate), OO (H2O2). Solvent: CO (methanol). Conditions: temperature 20 celsius, time 3 hour. The product is [Si](C)(C)(C(C)(C)C)O[C@H](C[C@@H]1C=2C=3C(=NC=NC3SC2CC1)OC1CCC(CC1)N(C(OC(C)(C)C)=O)C)C(N)=O (tert-butyl N-(4-[[(3R)-3-[(2R)-2-[(tert-butyldimethylsilyl)oxy]-2-carbamoylethyl]-7-thia-9,11-diazatricyclo[6.4.0.0[2,6]]dodeca-1(8),2(6),9,11-tetraen-12-yl]oxy]cyclohexyl)-N-methylcarbamate). Isolated yield 30.9%. Reaction SMILES: [Si:1]([O:8][CH:9]([C:39]#[N:40])[CH2:10][C@H:11]1[CH2:22][CH2:21][C:20]2[S:19][C:18]3[N:17]=[CH:16][N:15]=[C:14]([O:23][CH:24]4[CH2:29][CH2:28][CH:27]([N:30]([CH3:38])[C:31](=[O:37])[O:32][C:33]([CH3:36])([CH3:35])[CH3:34])[CH2:26][CH2:25]4)[C:13]=3[C:12]1=2)([C:4]([CH3:7])([CH3:6])[CH3:5])([CH3:3])[CH3:2].[Li+].[OH-:42].OO>CO>[Si:1]([O:8][C@@H:9]([C:39](=[O:42])[NH2:40])[CH2:10][C@H:11]1[CH2:22][CH2:21][C:20]2[S:19][C:18]3[N:17]=[CH:16][N:15]=[C:14]([O:23][CH:24]4[CH2:25][CH2:26][CH:27]([N:30]([CH3:38])[C:31](=[O:37])[O:32][C:33]([CH3:34])([CH3:36])[CH3:35])[CH2:28][CH2:29]4)[C:13]=3[C:12]1=2)([C:4]([CH3:7])([CH3:6])[CH3:5])([CH3:3])[CH3:2] |f:1.2|. Reported procedure: A 50-mL round-bottom flask containing a solution of tert-butyl N-(4-[[(3R)-3-[2-[(tert-butyldimethylsilyl)oxy]-2-cyanoethyl]-7-thia-9,11-diazatricyclo[6.4.0.0[2,6]]dodeca-1(8),2(6),9,11-tetraen-12-yl]oxy]cyclohexyl)-N-methylcarbamate (2.2 g, 3.75 mmol, 1.00 equiv) in 20 mL of methanol was added LiOH (315 mg), followed by addition of H2O2 (30%, 3 mL) via syringe at 0° C. with vigorous stirring. The resulting solution was stirred for 3 h at 20° C. The reaction was then quenched by the addition of ... The reactants are CC(=O)[O-], CCO, CCOC(C)=O, CCNC(=O)Nc1nc2c(C(=O)C3CC3)cc(-c3cccnc3)cc2[nH]1, Cl, [K+], CON, O. As a reaction SMILES: [CH3:28][C:29](=[O:30])[O-:31].[CH3:36][CH2:37][OH:38].[CH3:39][CH2:40][O:41][C:42]([CH3:43])=[O:44].[CH:1]1([C:4](=[O:5])[c:6]2[cH:7][c:8](-[c:21]3[cH:22][n:23][cH:24][cH:25][cH:26]3)[cH:9][c:10]3[nH:11][c:12]([NH:15][C:16](=[O:17])[NH:18][CH2:19][CH3:20])[n:13][c:14]23)[CH2:2][CH2:3]1.[ClH:32].[K+:27].[O:33]([CH3:34])[NH2:35].[OH2:45]>>[CH:1]1([C:4]([c:6]2[cH:7][c:8](-[c:21]3[cH:22][n:23][cH:24][cH:25][cH:26]3)[cH:9][c:10]3[nH:11][c:12]([NH:15][C:16](=[O:17])[NH:18][CH2:19][CH3:20])[n:13][c:14]23)=[N:35][O:33][CH3:34])[CH2:2][CH2:3]1. The product is CCNC(=O)Nc1nc2c(C(=NOC)C3CC3)cc(-c3cccnc3)cc2[nH]1. The reactants are BrCC(=O)NC(COCC1=CC(=CC(=C1)C(F)(F)F)C(F)(F)F)C(C1=CC=CC=C1)C1=CC=CC=C1 (2-(2-bromoacetamido)-1-((3,5-bis(trifluoromethyl)phenyl)methyloxy)-3,3-diphenylpropane), BrCC(=O)Cl (bromoacetyl chloride), CNC (dimethylamine). Solvent: O1CCCC1 (tetrahydrofuran). Yields the product CN(CC(=O)NC(COCC1=CC(=CC(=C1)C(F)(F)F)C(F)(F)F)C(C1=CC=CC=C1)C1=CC=CC=C1)C (2-(2-(Dimethylamino)acetamido)-1-((3,5-bis(trifluoromethyl)phenyl)methyloxy)-3,3-diphenylpropane). RXN SMILES: Br[CH2:2][C:3]([NH:5][CH:6]([CH:24]([C:31]1[CH:36]=[CH:35][CH:34]=[CH:33][CH:32]=1)[C:25]1[CH:30]=[CH:29][CH:28]=[CH:27][CH:26]=1)[CH2:7][O:8][CH2:9][C:10]1[CH:15]=[C:14]([C:16]([F:19])([F:18])[F:17])[CH:13]=[C:12]([C:20]([F:23])([F:22])[F:21])[CH:11]=1)=[O:4].BrCC(Cl)=O.[CH3:42][NH:43][CH3:44]>O1CCCC1>[CH3:42][N:43]([CH3:44])[CH2:2][C:3]([NH:5][CH:6]([CH:24]([C:31]1[CH:36]=[CH:35][CH:34]=[CH:33][CH:32]=1)[C:25]1[CH:30]=[CH:29][CH:28]=[CH:27][CH:26]=1)[CH2:7][O:8][CH2:9][C:10]1[CH:15]=[C:14]([C:16]([F:19])([F:18])[F:17])[CH:13]=[C:12]([C:20]([F:23])([F:22])[F:21])[CH:11]=1)=[O:4]. Reported procedure: A solution of 2-(2-bromoacetamido)-1-((3,5-bis(trifluoromethyl)phenyl)methyloxy)-3,3-diphenylpropane (0.36 g, prepared by an analogous procedure to that described in Example 60, from bromoacetyl chloride) in tetrahydrofuran (20 ml) and dimethylamine (1 ml) was stirred at 0° C. for 1 hour, The solution was poured onto ethyl acetate and the solution washed with water, saturated brine and dried (MgSO4). After removal of the solvent in vacuo the residue was chromatographed on silica gel, followed by... Yields the product O=C(O)c1cccc2c1OCC2. Reaction SMILES: [CH2:9]([Li:10])[CH2:11][CH2:12][CH3:13].[CH3:1][N:2]([CH3:3])[CH2:4][CH2:5][N:6]([CH3:7])[CH3:8].[CH3:26][CH2:27][CH2:28][CH2:29][CH2:30][CH3:31].[O:14]1[c:15]2[c:16]([cH:19][cH:20][cH:21][cH:22]2)[CH2:17][CH2:18]1.[O:23]=[C:24]=[O:25]>>[O:14]1[c:15]2[c:16]([cH:19][cH:20][cH:21][c:22]2[C:24](=[O:23])[OH:25])[CH2:17][CH2:18]1. The reactants are [Li]CCCC, CN(C)CCN(C)C, CCCCCC, c1ccc2c(c1)CCO2, O=C=O. Run in C(Cl)(Cl)Cl.CO (chloroform methanol). RXN SMILES: [NH2:1][CH:2]1[CH2:7][CH2:6][N:5]([CH2:8][CH:9]2[C:19]3[C:20]4[N:11]([C:12](=[O:22])[CH:13]=[N:14][C:15]=4[CH:16]=[CH:17][C:18]=3[F:21])[CH2:10]2)[CH2:4][CH2:3]1.[CH:23]([C:25]1[N:41]=[CH:40][C:28]2[O:29][CH2:30][CH2:31][N:32]([C:33]([O:35][C:36]([CH3:39])([CH3:38])[CH3:37])=[O:34])[C:27]=2[CH:26]=1)=O.C(O[BH-](OC(=O)C)OC(=O)C)(=O)C.[Na+]>C(Cl)(Cl)Cl.CO>[F:21][C:18]1[CH:17]=[CH:16][C:15]2[N:14]=[CH:13][C:12](=[O:22])[N:11]3[CH2:10][CH:9]([CH2:8][N:5]4[CH2:4][CH2:3][CH:2]([NH:1][CH2:23][C:25]5[N:41]=[CH:40][C:28]6[O:29][CH2:30][CH2:31][N:32]([C:33]([O:35][C:36]([CH3:37])([CH3:39])[CH3:38])=[O:34])[C:27]=6[CH:26]=5)[CH2:7][CH2:6]4)[C:19]=1[C:20]=23 |f:2.3,4.5|. Conditions: time 5 hour. Reported procedure: A solution of 6-[(4-amino-1-piperidinyl)methyl]-7-fluoro-5,6-dihydro-3H-pyrrolo[1,2,3-de]quinoxalin-3-one (95 mg, 0.31 mmol) and 1,1-dimethylethyl 7-formyl-2,3-dihydro-1H-pyrido[3,4-b][1,4]oxazine-1-carboxylate (83 mg, 0.31 mmol) in chloroform/methanol (1:1, 8 ml) was stirred with molecular sieves overnight, then heated under reflux for 3 h. After cooling, sodium triacetoxyborohydride (164 mg) was added and the mixture was stirred for 5 h at room temperature. The mixture was basified and the aqu... Reactants: NC1CCN(CC1)CC1CN2C(C=NC=3C=CC(=C1C23)F)=O (6-[(4-amino-1-piperidinyl)methyl]-7-fluoro-5,6-dihydro-3H-pyrrolo[1,2,3-de]quinoxalin-3-one), C(=O)C1=CC2=C(OCCN2C(=O)OC(C)(C)C)C=N1 (1,1-dimethylethyl 7-formyl-2,3-dihydro-1H-pyrido[3,4-b][1,4]oxazine-1-carboxylate), C(C)(=O)O[BH-](OC(C)=O)OC(C)=O.[Na+] (sodium triacetoxyborohydride). The yield is 53.3%. Product: FC1=C2C=3N(C(C=NC3C=C1)=O)CC2CN2CCC(CC2)NCC2=CC1=C(OCCN1C(=O)OC(C)(C)C)C=N2 (1,1-Dimethylethyl 7-[({1-[(7-fluoro-3-oxo-5,6-dihydro-3H-pyrrolo[1,2,3-de]quinoxalin-6-yl)methyl]-4-piperidinyl}amino)methyl]-2,3-dihydro-1H-pyrido[3,4-b][1,4]oxazine-1-carboxylate). Reactants: N[C@@H](CC(N)=O)C(=O)N[C@@H](CSC(C1=CC=CC=C1)(C1=CC=CC=C1)C1=CC=CC=C1)C(=O)N(C)CC(=O)N[C@@H](CCCNC(NS(=O)(=O)C1=C(C)C=C(OC)C(C)=C1C)=N)C(=O)NCC(=O)O (H-Asn-Cys(Trt)-Sar-Arg(Mtr)-Gly), N1[C@@H](CCC1=O)C(=O)O (pGlu-OH). The product is N1[C@@H](CCC1=O)C(=O)N[C@@H](CC(N)=O)C(=O)N[C@@H](CSC(C1=CC=CC=C1)(C1=CC=CC=C1)C1=CC=CC=C1)C(=O)N(C)CC(=O)N[C@@H](CCCNC(NS(=O)(=O)C1=C(C)C=C(OC)C(C)=C1C)=N)C(=O)NCC(=O)O (pGlu-Asn-Cys(Trt)-Sar-Arg(Mtr)-Gly). As a reaction SMILES: [NH2:1][C@H:2]([C:7]([NH:9][C@H:10]([C:32]([N:34]([CH2:36][C:37]([NH:39][C@H:40]([C:62]([NH:64][CH2:65][C:66]([OH:68])=[O:67])=[O:63])[CH2:41][CH2:42][CH2:43][NH:44][C:45](=[NH:61])[NH:46][S:47]([C:50]1[C:59]([CH3:60])=[C:57]([CH3:58])[C:54]([O:55][CH3:56])=[CH:53][C:51]=1[CH3:52])(=[O:49])=[O:48])=[O:38])[CH3:35])=[O:33])[CH2:11][S:12][C:13]([C:26]1[CH:31]=[CH:30][CH:29]=[CH:28][CH:27]=1)([C:20]1[CH:25]=[CH:24][CH:23]=[CH:22][CH:21]=1)[C:14]1[CH:19]=[CH:18][CH:17]=[CH:16][CH:15]=1)=[O:8])[CH2:3][C:4](=[O:6])[NH2:5].[NH:69]1[C:73](=[O:74])[CH2:72][CH2:71][C@H:70]1[C:75](O)=[O:76]>>[NH:69]1[C:73](=[O:74])[CH2:72][CH2:71][C@H:70]1[C:75]([NH:1][C@H:2]([C:7]([NH:9][C@H:10]([C:32]([N:34]([CH2:36][C:37]([NH:39][C@H:40]([C:62]([NH:64][CH2:65][C:66]([OH:68])=[O:67])=[O:63])[CH2:41][CH2:42][CH2:43][NH:44][C:45](=[NH:61])[NH:46][S:47]([C:50]1[C:59]([CH3:60])=[C:57]([CH3:58])[C:54]([O:55][CH3:56])=[CH:53][C:51]=1[CH3:52])(=[O:49])=[O:48])=[O:38])[CH3:35])=[O:33])[CH2:11][S:12][C:13]([C:26]1[CH:27]=[CH:28][CH:29]=[CH:30][CH:31]=1)([C:20]1[CH:25]=[CH:24][CH:23]=[CH:22][CH:21]=1)[C:14]1[CH:19]=[CH:18][CH:17]=[CH:16][CH:15]=1)=[O:8])[CH2:3][C:4](=[O:6])[NH2:5])=[O:76]. Reported procedure: The coupling and Nα -deprotection processes were repeated in the same manner to prepare H-Asn-Cys(Trt)-Sar-Arg(Mtr)-Gly-resin, followed by another coupling process using pGlu-OH to obtain pGlu-Asn-Cys(Trt)-Sar-Arg(Mtr)-Gly-resin. After drying, the resin was stirred in TFA-anisolethiophenol (10-1-1 ml) for 4 hours, filtered and washed with TFA.